The task is: describe an organic reaction: reactants, conditions, products, and yield. This data is from the Open Reaction Database (ORD), a public repository of structured organic reaction records. Reactants: CC1(N=NC(=C1C(=O)OCC)CC(C)(C)O)C (ethyl 3,3-dimethyl-5-(2-hydroxy-2-methyl-propyl)-[3H]-pyrazole-4-carboxylate). The solvent is C(C)(=O)OCC (ethyl acetate). Conditions: time 15 minute. Product: CC1(C(C1C(=O)OCC)CC(C)(C)O)C (ethyl 3,3-dimethyl-2-(2-hydroxy-2-methyl-propyl)-cyclopropane-1-carboxylate). The yield is 92.9%. RXN SMILES: [CH3:1][C:2]1([CH3:17])[C:6]([C:7]([O:9][CH2:10][CH3:11])=[O:8])=[C:5]([CH2:12][C:13]([OH:16])([CH3:15])[CH3:14])N=N1>C(OCC)(=O)C>[CH3:1][C:2]1([CH3:17])[CH:6]([C:7]([O:9][CH2:10][CH3:11])=[O:8])[CH:5]1[CH2:12][C:13]([OH:16])([CH3:15])[CH3:14]. Reported procedure: 350 mg of the product of Step D were dissolved in 100 ml of ethyl acetate and an inert gas was bubbled therethrough for 15 minutes and the solution was then irridated with a mercury vapor lamp. After 10 minutes, 33 ml of nitrogen were disengaged and the solution was evaporated to dryness to obtain 290 mg of ethyl 3,3-dimethyl-2-(2-hydroxy-2-methyl-propyl)-cyclopropane-1-carboxylate.